This data is from the Open Reaction Database (ORD), a public repository of structured organic reaction records. The task is: describe an organic reaction: reactants, conditions, products, and yield The reactants are C12(CC3CC(CC(C1)C3)C2)C2=CC=C(OCCC(=O)O)C=C2 (3-(4-(adamantan-1-yl)phenoxy)propanoic acid), CN(CCN)C (N,N-dimethylethane-1,2-diamine). The product is C12(CC3CC(CC(C1)C3)C2)C2=CC=C(OCCC(=O)NCCN(C)C)C=C2 (3-(4-(adamantan-1-yl)phenoxy)-N-(2-(dimethylamino)ethyl)propanamide). The yield is 92.0%. RXN SMILES: [C:1]12([C:11]3[CH:22]=[CH:21][C:14]([O:15][CH2:16][CH2:17][C:18]([OH:20])=O)=[CH:13][CH:12]=3)[CH2:10][CH:5]3[CH2:6][CH:7]([CH2:9][CH:3]([CH2:4]3)[CH2:2]1)[CH2:8]2.[CH3:23][N:24]([CH3:28])[CH2:25][CH2:26][NH2:27]>>[C:1]12([C:11]3[CH:12]=[CH:13][C:14]([O:15][CH2:16][CH2:17][C:18]([NH:27][CH2:26][CH2:25][N:24]([CH3:28])[CH3:23])=[O:20])=[CH:21][CH:22]=3)[CH2:8][CH:7]3[CH2:9][CH:3]([CH2:4][CH:5]([CH2:6]3)[CH2:10]1)[CH2:2]2. Procedure details: The title compound was prepared from 3-(4-(adamantan-1-yl)phenoxy)propanoic acid (0.2 g, 0.66 mmol) and N,N-dimethylethane-1,2-diamine (0.058 g, 0.66 mmol) according to the example 1, which was given 3-(4-(adamantan-1-yl)phenoxy)-N-(2-(dimethylamino)ethyl)propanamide as a white solid (0.225 g, 91.4% yield). Starting materials: CCOC(=O)C(c1ccccc1)N1CCc2c(cnc3c2cnn3Cc2ccc(OC)cc2)C1, CO, Cl, [Na+], [OH-]. Product: COc1ccc(Cn2ncc3c4c(cnc32)CN(C(C(=O)O)c2ccccc2)CC4)cc1. As a reaction SMILES: [CH3:1][O:2][c:3]1[cH:4][cH:5][c:6]([CH2:7][n:8]2[n:9][cH:10][c:11]3[c:12]2[n:13][cH:14][c:15]2[c:20]3[CH2:19][CH2:18][N:17]([CH:21]([C:22](=[O:23])[O:24][CH2:25][CH3:26])[c:27]3[cH:28][cH:29][cH:30][cH:31][cH:32]3)[CH2:16]2)[cH:33][cH:34]1.[CH3:38][OH:39].[ClH:37].[Na+:36].[OH-:35]>>[CH3:1][O:2][c:3]1[cH:4][cH:5][c:6]([CH2:7][n:8]2[n:9][cH:10][c:11]3[c:12]2[n:13][cH:14][c:15]2[c:20]3[CH2:19][CH2:18][N:17]([CH:21]([C:22](=[O:23])[OH:24])[c:27]3[cH:28][cH:29][cH:30][cH:31][cH:32]3)[CH2:16]2)[cH:33][cH:34]1. Reactants: CN(C)C(=N)N[N+](=O)[O-], ClCc1ccc(Cl)nc1, [H-], [Na+], CN(C)C=O. Product: CN(C)C(=N[N+](=O)[O-])NCc1ccc(Cl)nc1. As a reaction SMILES: [CH3:3][N:4]([C:5](=[NH:6])[NH:7][N+:8](=[O:9])[O-:10])[CH3:11].[Cl:12][c:13]1[n:14][cH:15][c:16]([CH2:19][Cl:20])[cH:17][cH:18]1.[H-:1].[Na+:2].[O:21]=[CH:22][N:23]([CH3:24])[CH3:25]>>[CH3:3][N:4]([C:5]([NH:6][CH2:19][c:16]1[cH:15][n:14][c:13]([Cl:12])[cH:18][cH:17]1)=[N:7][N+:8](=[O:9])[O-:10])[CH3:11]. Reactants: ClC1(N)C(C=CC=C1)[N+](=O)[O-] (1-Chloro-2-nitroaniline), C1(CC1)N (cyclopropylamine). Run in C(C)(=O)OCC (ethyl acetate). Yields the product C1(CC1)NC1=C(C=CC=C1)[N+](=O)[O-] (N-cyclopropyl-2-nitroaniline). Reaction SMILES: Cl[C:2]1([CH:8]=[CH:7][CH:6]=[CH:5][CH:4]1[N+:9]([O-:11])=[O:10])[NH2:3].[CH:12]1(N)[CH2:14][CH2:13]1>C(OCC)(=O)C>[CH:12]1([NH:3][C:2]2[CH:8]=[CH:7][CH:6]=[CH:5][C:4]=2[N+:9]([O-:11])=[O:10])[CH2:14][CH2:13]1. Procedure: 1-Chloro-2-nitroaniline (13 g, 0.082 mole) and 17.15 ml of cyclopropylamine were heated together at reflux temperature for 24 hours, cooled and poured into ethyl acetate. The organic solution was washed with a saturated brine solution (3×100 ml), dried with magnesium sulfate and concentrated to dryness. The residue was chromatographed on silica gel using 60% hexane in chloroform to give 2.04 g of the desired intermediate.